Dataset: the Open Reaction Database (ORD), a public repository of structured organic reaction records. Task: describe an organic reaction: reactants, conditions, products, and yield The reactants are O=C[C@H](O)[C@@H]1[C@H](O)[C@H](O)C(=O)O1 (D-Glucurono-6,3-lactone), CO (methanol), [OH-].[K+] (KOH). Reagents/catalysts: CS(=O)(=O)O (methanesulfonic acid). Yields the product O([C@H]1[C@H](O)[C@@H]2[C@H](O1)[C@H](O)C(=O)O2)C (methyl β-D-glucofuranosidurono-6, 3-lactone). Isolated yield 19.3%. RXN SMILES: [O:1]=[CH:2][C@@H:3]([C@H:5]1[O:12][C:10](=[O:11])[C@@H:8]([OH:9])[C@H:6]1[OH:7])[OH:4].[CH3:13]O.[OH-].[K+]>CS(O)(=O)=O>[O:11]([CH3:13])[C@@H:10]1[O:12][C@@H:5]2[C@@H:3]([C:2]([O:7][C@@H:6]2[C@H:8]1[OH:9])=[O:1])[OH:4] |f:2.3|. Procedure details: D-Glucurono-6,3-lactone (100.0 g, 0.57 mole), anhydrous methanol (200.0 g, 6.24 moles), and methanesulfonic acid (3 drops) were placed in an oven dried three-necked round bottom flask equipped with mechanical stirrer, thermometer and condenser. The mixture was heated for 24 hours at reflux, cooled and neutralized with 0.1N methanolic KOH. The mixture was filtered and washed with cold methanol (20 ml) yielding 20.9g of methyl β-D-glucofuranosidurono-6, 3-lactone (MβGlucl). By further concentratio... Starting materials: BrC1=NC=C(C=2C1=CN(N2)C2=C(C=CC=C2F)Cl)F (4-bromo-2-(2-chloro-6-fluorophenyl)-7-fluoro-2H-pyrazolo[4,3-c]pyridine), NC1=NC(=NC(=C1)C)CO ((4-amino-6-methylpyrimidin-2-yl)-methanol), CC1(C2=C(C(=CC=C2)P(C3=CC=CC=C3)C4=CC=CC=C4)OC5=C(C=CC=C51)P(C6=CC=CC=C6)C7=CC=CC=C7)C (Xantphos), C([O-])([O-])=O.[Cs+].[Cs+] (cesium carbonate). Reagents/catalysts: C=1C=CC(=CC1)/C=C/C(=O)/C=C/C2=CC=CC=C2.C=1C=CC(=CC1)/C=C/C(=O)/C=C/C2=CC=CC=C2.C=1C=CC(=CC1)/C=C/C(=O)/C=C/C2=CC=CC=C2.[Pd].[Pd] (Pd2(dba)3). Solvent: O1CCOCC1 (dioxane). Reaction conditions: temperature 150 celsius. Yields the product Cl.ClC1=C(C(=CC=C1)F)N1N=C2C(C(=NC=C2F)NC2=NC(=NC(=C2)C)CO)=C1 ({4-[2-(2-Chloro-6-fluoro-phenyl)-7-fluoro-2H-pyrazolo[4,3-c]pyridin-4-ylamino]-6-methyl-pyrimidin-2-yl}-methanol hydrochloride salt). Reaction SMILES: Br[C:2]1[C:7]2=[CH:8][N:9]([C:11]3[C:16]([F:17])=[CH:15][CH:14]=[CH:13][C:12]=3[Cl:18])[N:10]=[C:6]2[C:5]([F:19])=[CH:4][N:3]=1.[NH2:20][C:21]1[CH:26]=[C:25]([CH3:27])[N:24]=[C:23]([CH2:28][OH:29])[N:22]=1.CC1(C)C2C(=C(P(C3C=CC=CC=3)C3C=CC=CC=3)C=CC=2)OC2C(P(C3C=CC=CC=3)C3C=CC=CC=3)=CC=CC1=2.C(=O)([O-])[O-].[Cs+].[Cs+]>O1CCOCC1.C1C=CC(/C=C/C(/C=C/C2C=CC=CC=2)=O)=CC=1.C1C=CC(/C=C/C(/C=C/C2C=CC=CC=2)=O)=CC=1.C1C=CC(/C=C/C(/C=C/C2C=CC=CC=2)=O)=CC=1.[Pd].[Pd]>[ClH:18].[Cl:18][C:12]1[CH:13]=[CH:14][CH:15]=[C:16]([F:17])[C:11]=1[N:9]1[CH:8]=[C:7]2[C:2]([NH:20][C:21]3[CH:26]=[C:25]([CH3:27])[N:24]=[C:23]([CH2:28][OH:29])[N:22]=3)=[N:3][CH:4]=[C:5]([F:19])[C:6]2=[N:10]1 |f:3.4.5,7.8.9.10.11,12.13|. Procedure: A mixture of 4-bromo-2-(2-chloro-6-fluorophenyl)-7-fluoro-2H-pyrazolo[4,3-c]pyridine (100 mg, 0.29 mmol), (4-amino-6-methylpyrimidin-2-yl)-methanol (42 mg, 0.31 mmol), Pd2(dba)3 (13 mg, 0.015 mmol), Xantphos (17 mg, 0.03 mmol) and cesium carbonate (189 mg, 0.58 mmol) in dioxane (2.0 mL) was de-gassed and purged with nitrogen and the reaction mixture was heated under microwave irradiation at 150° C. for 45 minutes. The resultant mixture was allowed to cool to room temperature and was then filtere... The reactants are ClC(C=1C=C(OC1COC)C=1C=CC(=NC1)OC)C1CCCCC1 (5-{4-[chloro(cyclohexyl)methyl]-5-(methoxymethyl)furan-2-yl}-2-methoxypyridine), NC1=CC=C(C=C1)C(=O)NCCC(=O)OCC (ethyl 3-{[(4-aminophenyl)carbonyl]amino}propanoate), C([O-])([O-])=O.[Na+].[Na+] (sodium carbonate), [I-].[Na+] (sodium iodide). Solvent: CN(C(C)=O)C (N,N-dimethylacetamide), O (water). Conditions: temperature 80 celsius, time 8 hour. The product is C1(CCCCC1)C(C1=C(OC(=C1)C=1C=NC(=CC1)OC)COC)NC1=CC=C(C=C1)C(=O)NCCC(=O)O (3-({[4-({cyclohexyl[2-(methoxymethyl)-5-(6-methoxypyridin-3-yl)furan-3-yl]methyl}amino)phenyl]carbonyl}amino)propanoic acid). Yield: 17.4%. Reaction SMILES: Cl[CH:2]([CH:19]1[CH2:24][CH2:23][CH2:22][CH2:21][CH2:20]1)[C:3]1[CH:4]=[C:5]([C:11]2[CH:12]=[CH:13][C:14]([O:17][CH3:18])=[N:15][CH:16]=2)[O:6][C:7]=1[CH2:8][O:9][CH3:10].[NH2:25][C:26]1[CH:31]=[CH:30][C:29]([C:32]([NH:34][CH2:35][CH2:36][C:37]([O:39]CC)=[O:38])=[O:33])=[CH:28][CH:27]=1.C(=O)([O-])[O-].[Na+].[Na+].[I-].[Na+]>CN(C)C(=O)C.O>[CH:19]1([CH:2]([NH:25][C:26]2[CH:27]=[CH:28][C:29]([C:32]([NH:34][CH2:35][CH2:36][C:37]([OH:39])=[O:38])=[O:33])=[CH:30][CH:31]=2)[C:3]2[CH:4]=[C:5]([C:11]3[CH:16]=[N:15][C:14]([O:17][CH3:18])=[CH:13][CH:12]=3)[O:6][C:7]=2[CH2:8][O:9][CH3:10])[CH2:24][CH2:23][CH2:22][CH2:21][CH2:20]1 |f:2.3.4,5.6|. Procedure details: A mixture of 5-{4-[chloro(cyclohexyl)methyl]-5-(methoxymethyl)furan-2-yl}-2-methoxypyridine (0.4 g), ethyl 3-{[(4-aminophenyl)carbonyl]amino}propanoate (0.3 g), sodium carbonate (0.2 g) and sodium iodide (0.2 g) in N,N-dimethylacetamide (10 mL) was stirred overnight at 80° C. The reaction mixture was poured into water, and the mixture was extracted with ethyl acetate. The organic layer was washed with saturated brine, and dried over magnesium sulfate. The solvent was evaporated under reduced pre... Reactants: C(CCCCCCCCC)C1=CC=C(C=C1)C1=CC=C(C=C1)O (4-decyl-4'-hydroxybiphenyl), C(CCCCCCCCC)OC(=O)C1=CC=C(C=C1)C1=CC=C(C=C1)O (4-decyloxycarbonyl-4'-hydroxybiphenyl), FC([C@@H](CCCCCC)O)(F)F ((R)-(+)-1,1,1-trifluoro-2-octanol). The product is FC([C@@H](CCCCCCCC)O)(F)F ((R)-(+)-1,1,1-trifluoro-2-decanol), titled compound. RXN SMILES: [CH2:1](OC(C1C=CC(C2C=CC(O)=CC=2)=CC=1)=O)[CH2:2]CCCCCCCC.[F:27][C:28]([F:38])([F:37])[C@H:29]([OH:36])[CH2:30][CH2:31][CH2:32][CH2:33][CH2:34][CH3:35].C(C1C=CC(C2C=CC(O)=CC=2)=CC=1)CCCCCCCCC>>[F:27][C:28]([F:37])([F:38])[C@H:29]([OH:36])[CH2:30][CH2:31][CH2:32][CH2:33][CH2:34][CH2:35][CH2:1][CH3:2]. Procedure: Example 22 was repeated except that 4-decyloxycarbonyl-4'-hydroxybiphenyl and (R)-(+)-1,1,1-trifluoro-2-octanol were used in place of the 4-decyl-4'-hydroxybiphenyl and the (R)-(+)-1,1,1-trifluoro-2-decanol, respectively, to obtain the titled compound. Starting materials: ClC=1C=C2C(=NC1)C=CC1=C(C2=O)C=C(C=C1)C1OC1 (3-chloro-7-oxiran-2-yl-5H-benzo[4,5]cyclohepta[1,2-b]pyridin-5-one), N1(CCNCC1)C(=O)OC(C)(C)C (tert-Butyl piperazine-1-carboxylate). Solvent: CO (methanol). Product: ClC=1C=C2C(=NC1)C=CC1=C(C2=O)C=C(C=C1)C(CN1CCN(CC1)C(=O)OC(C)(C)C)O (tert-butyl 4-[2-(3-chloro-5-oxo-5H-benzo[4,5]cyclohepta[1,2-b]pyridin-7-yl)-2-hydroxyethyl]piperazine-1-carboxylate). RXN SMILES: [Cl:1][C:2]1[CH:3]=[C:4]2[C:12](=[O:13])[C:11]3[CH:14]=[C:15]([CH:18]4[CH2:20][O:19]4)[CH:16]=[CH:17][C:10]=3[CH:9]=[CH:8][C:5]2=[N:6][CH:7]=1.[N:21]1([C:27]([O:29][C:30]([CH3:33])([CH3:32])[CH3:31])=[O:28])[CH2:26][CH2:25][NH:24][CH2:23][CH2:22]1>CO>[Cl:1][C:2]1[CH:3]=[C:4]2[C:12](=[O:13])[C:11]3[CH:14]=[C:15]([CH:18]([OH:19])[CH2:20][N:24]4[CH2:23][CH2:22][N:21]([C:27]([O:29][C:30]([CH3:33])([CH3:32])[CH3:31])=[O:28])[CH2:26][CH2:25]4)[CH:16]=[CH:17][C:10]=3[CH:9]=[CH:8][C:5]2=[N:6][CH:7]=1. Procedure details: 3-chloro-7-oxiran-2-yl-5H-benzo[4,5]cyclohepta[1,2-b]pyridin-5-one (60 mg, 0.21 mmol) was suspended in 2.5 mL of methanol. tert-Butyl piperazine-1-carboxylate (98 mg, 0.53 mmol) was added and the reaction was heated to reflux for 8 hours. The resulting mixture was concentrated in vacuo and purified directly via flash chromatography (15-100% ethyl acetate/hexanes) to afford the title compound. 1H NMR (600 MHz, CDCl3) δ 9.79 (d, 1H); 8.49 (d, 1H); 8.22 (d, 1H); 7.77 (dd, 1H); 7.60 (d, 1H); 7.31 (d... Procedure details: Water (30 ml) was added to dl-1,2-bis(4-thiomorpholinomethyl-3,5-dioxopiperazin-1-yl)-propane (0.6 g) and the suspension thus obtained was stirred at room temperature for 5 hours. Then, the precipitates thus obtained were collected and were dried under a reduced pressure. Chloroform (10 ml) was added to the dried precipitates and the whole was stirred at room temperature for 20 minutes, then was filtered. The filtration residue was dried under a reduced pressure to give the titled compound (0.2 ... RXN SMILES: [S:1]1[CH2:6][CH2:5][N:4]([CH2:7][N:8]2[C:13](=[O:14])[CH2:12][N:11]([CH2:15][CH:16]([N:18]3[CH2:23][C:22](=[O:24])[N:21](CN4CCSCC4)[C:20](=[O:32])[CH2:19]3)[CH3:17])[CH2:10][C:9]2=[O:33])[CH2:3][CH2:2]1>O>[S:1]1[CH2:6][CH2:5][N:4]([CH2:7][N:8]2[C:13](=[O:14])[CH2:12][N:11]([CH2:15][CH:16]([N:18]3[CH2:19][C:20](=[O:32])[NH:21][C:22](=[O:24])[CH2:23]3)[CH3:17])[CH2:10][C:9]2=[O:33])[CH2:3][CH2:2]1. The solvent is O (Water). Yields the product S1CCN(CC1)CN1C(CN(CC1=O)CC(C)N1CC(NC(C1)=O)=O)=O (1-(4-Thiomorpholinomethyl-3,5-dioxopiperazin-1-yl)-2-(3,5-dioxopiperazin-1-yl)-propane). Yield: 43.3%. Starting materials: S1CCN(CC1)CN1C(CN(CC1=O)CC(C)N1CC(N(C(C1)=O)CN1CCSCC1)=O)=O (1,2-bis(4-thiomorpholinomethyl-3,5-dioxopiperazin-1-yl)-propane). Run at time 5 hour. Reactants: C(O)([O-])=O.[Na+] (sodium hydrogen carbonate), COC1=CC=C(C=C1)C(C)(O)C1=C(N=C(S1)C)C (1- (4-Methoxyphenyl) -1- (2, 4-dimethyl-5-thiazolyl) ethanol), Cl (hydrogen chloride). The solvent is C(Cl)(Cl)Cl (chloroform), C(C)OCC (diethyl ether). Conditions: time 2 hour. Product: COC1=CC=C(C=C1)C(=C)C1=C(N=C(S1)C)C (1-(4-Methoxyphenyl)-1-(2,4-dimethyl-5-thiazolyl)ethene). RXN SMILES: [CH3:1][O:2][C:3]1[CH:8]=[CH:7][C:6]([C:9]([C:12]2[S:16][C:15]([CH3:17])=[N:14][C:13]=2[CH3:18])(O)[CH3:10])=[CH:5][CH:4]=1.Cl.C(=O)([O-])O.[Na+]>C(Cl)(Cl)Cl.C(OCC)C>[CH3:1][O:2][C:3]1[CH:8]=[CH:7][C:6]([C:9]([C:12]2[S:16][C:15]([CH3:17])=[N:14][C:13]=2[CH3:18])=[CH2:10])=[CH:5][CH:4]=1 |f:2.3|. Reported procedure: 1- (4-Methoxyphenyl) -1- (2, 4-dimethyl-5-thiazolyl) ethanol (3.69g) in chloroform (50ml) was treated with hydrogen chloride in dry diethyl ether (1M, 14.5ml). After 2 hours at room temperature, aqueous sodium hydrogen carbonate was added and the mixture was extracted with chloroform. The material thus obtained was purified by flash chromatography to yield the title compound. Reactants: FC1=CC=2C3=C(NC2C=C1)C(CC3)CC(=O)O ((+/−)-(7-Fluoro-1,2,3,4-tetrahydrocyclopenta[b]indol-3-yl)acetic acid), [Br-].[Br-].[Br-].[NH+]1=CC=CC=C1.[NH+]1=CC=CC=C1.[NH+]1=CC=CC=C1 (pyridinium tribromide). The solvent is N1=CC=CC=C1 (pyridine). Reaction conditions: temperature 0 celsius, time 10 minute. Yields the product BrC1=CC(=CC=2C3=C(NC12)C(CC3)CC(=O)O)F ((+/−)-(5-bromo-7-fluoro-1,2,3,4-tetrahydrocyclopenta[b]indol-3-yl)acetic acid). RXN SMILES: [F:1][C:2]1[CH:10]=[CH:9][C:8]2[NH:7][C:6]3[CH:11]([CH2:14][C:15]([OH:17])=[O:16])[CH2:12][CH2:13][C:5]=3[C:4]=2[CH:3]=1.[Br-:18].[Br-].[Br-].[NH+]1C=CC=CC=1.[NH+]1C=CC=CC=1.[NH+]1C=CC=CC=1>N1C=CC=CC=1>[Br:18][C:9]1[C:8]2[NH:7][C:6]3[CH:11]([CH2:14][C:15]([OH:17])=[O:16])[CH2:12][CH2:13][C:5]=3[C:4]=2[CH:3]=[C:2]([F:1])[CH:10]=1 |f:1.2.3.4.5.6|. Procedure details: To a solution of 2.20 g of the acid from Step 2 (>90% purity) in 30 mL of pyridine, 6.85 g of pyridinium tribromide (90% purity) was added at −40° C. The suspension was stirred for 10 min at 0° C. and warmed to room temperature for 30 min. Then, the solvent was removed without heating under high vacuum. The crude material was dissolved in 40 mL of AcOH and 2.88 g of Zn dust was added portion wise to the cold solution at 0° C. The suspension was stirred for 15 min at 15° C. and warmed to room tem... As a reaction SMILES: [Cl:1][C:2]1[CH:7]=[CH:6][C:5]([C:8]2[N:9]=[C:10]([CH3:14])[O:11][C:12]=2[CH3:13])=[CH:4][CH:3]=1.[Br:15]N1C(=O)CCC1=O.N(C(C)(C)C#N)=NC(C)(C)C#N>C(Cl)(Cl)(Cl)Cl>[Br:15][CH2:13][C:12]1[O:11][C:10]([CH3:14])=[N:9][C:8]=1[C:5]1[CH:4]=[CH:3][C:2]([Cl:1])=[CH:7][CH:6]=1. Procedure: A solution of 4-(4-chlorophenyl)-2,5-dimethyloxazole (6.21 g), N-bromosuccinimide (5.34 g) and azobisisobutyronitrile (0.25 g) in carbon tetrachloride (90 ml) was refluxed with stirring for 15 minutes, then washed with water, saturated aqueous sodium hydrogen carbonate and water in that order, and dried over anhydrous magnesium sulfate. The solvent was then distilled off and the residue was crystallized from cold ethanol to give 5-bromomethyl-4-(4-chlorophenyl)-2-methyloxazole, yield 6.73 g (78.... The reactants are ClC1=CC=C(C=C1)C=1N=C(OC1C)C (4-(4-chlorophenyl)-2,5-dimethyloxazole), BrN1C(CCC1=O)=O (N-bromosuccinimide), N(=NC(C#N)(C)C)C(C#N)(C)C (azobisisobutyronitrile). Run at time 15 minute. Product: BrCC1=C(N=C(O1)C)C1=CC=C(C=C1)Cl (5-bromomethyl-4-(4-chlorophenyl)-2-methyloxazole). Solvent: C(Cl)(Cl)(Cl)Cl (carbon tetrachloride). Starting materials: ClC=1C=C(C=CC1)N=C=O (3-Chlorophenyl isocyanate), Cl.CCOCC (HCl ether), ClC1=CC2=C(NC3=C2CNCC3)N=C1 (3-Chloro-6,7,8,9-tetrahydro-5H-dipyrido[2,3-b;3′,4′-d]pyrrole), CCN(C(C)C)C(C)C (DIEA). Solvent: C(Cl)Cl (DCM), CCOCC (ether). Conditions: time 8 hour. Product: Cl.ClC=1C=C(C=CC1)NC(=O)N1CC=2C3=C(NC2CC1)N=CC(=C3)Cl (3-Chloro-5,7,8,9-tetrahydro-dipyrido[2,3-b;3′,4′-d]pyrrole-6-carboxylic acid (3-chloro-phenyl)-amide.Hydrochloride Salt). Isolated yield 113.2%. As a reaction SMILES: [Cl:1][C:2]1[CH:14]=[N:13][C:5]2[NH:6][C:7]3[CH2:12][CH2:11][NH:10][CH2:9][C:8]=3[C:4]=2[CH:3]=1.CCN(C(C)C)C(C)C.[Cl:24][C:25]1[CH:26]=[C:27]([N:31]=[C:32]=[O:33])[CH:28]=[CH:29][CH:30]=1.Cl.CCOCC>C(Cl)Cl.CCOCC>[ClH:1].[Cl:24][C:25]1[CH:26]=[C:27]([NH:31][C:32]([N:10]2[CH2:11][CH2:12][C:7]3[NH:6][C:5]4[N:13]=[CH:14][C:2]([Cl:1])=[CH:3][C:4]=4[C:8]=3[CH2:9]2)=[O:33])[CH:28]=[CH:29][CH:30]=1 |f:3.4,7.8|. Procedure details: 3-Chloro-6,7,8,9-tetrahydro-5H-dipyrido[2,3-b;3′,4′-d]pyrrole (50 mg, 0.24 mmol), and DIEA (0.04 mL, 0.24 mmol) were dissolved in DCM (2 mL). 3-Chlorophenyl isocyanate (0.03 mL, 0.26 mmol) was added dropwise, and the reaction solution was stirred overnight at room temperature. The crude reaction mixture was concentrated, and converted to the HCl salt by dissolving the crude material in MeOH (1 ml) and adding 1 M HCl/ether (2 equiv). The resulting solution was refrigerated overnight. Additional e...